This data is from the Open Reaction Database (ORD), a public repository of structured organic reaction records. The task is: describe an organic reaction: reactants, conditions, products, and yield The reactants are FC(C(=O)O)(F)F.FC(C(=O)O)(F)F.FC(C(=O)O)(F)F.ClC=1C=NC=2NC=3C=NC=C(CCC4=C(C=CC(NC1N2)=C4)NC(CC4CCNCC4)=O)C3 (N-[6-chloro-2,4,8,18,22-pentaazatetracyclo[14.3.1.1(3,7).1(9,13)]docosa-1(20),3(22),4,6,9(21),10,12,16,18-nonaen-12-yl]-2-piperidin-4-ylacetamide tris(trifluoroacetate)), C(#N)C=1C=C(C=CC1)S(=O)(=O)Cl (3-cyanobenzenesulfonyl chloride). The product is FC(C(=O)O)(F)F.FC(C(=O)O)(F)F.ClC=1C=NC=2NC=3C=NC=C(CCC4=C(C=CC(NC1N2)=C4)NC(CC4CCN(CC4)S(=O)(=O)C4=CC(=CC=C4)C#N)=O)C3 (N-[6-Chloro-2,4,8,18,22-pentaazatetracyclo[14.3.1.1(3,7).1(9,13)]docosa-1(20),3(22),4,6,9(21),10,12,16,18-nonaen-12-yl]-2-{1-[(3-cyanophenyl)sulfonyl]piperidin-4-yl}acetamide bis(trifluoroacetate)). Yield: 25.0%. Reaction SMILES: [F:1][C:2]([F:7])([F:6])[C:3]([OH:5])=[O:4].[F:8][C:9]([F:14])([F:13])[C:10]([OH:12])=[O:11].FC(F)(F)C(O)=O.[Cl:22][C:23]1[CH:24]=[N:25][C:26]2[NH:27][C:28]3[CH:29]=[N:30][CH:31]=[C:32]([CH:54]=3)[CH2:33][CH2:34][C:35]3[CH:43]=[C:39]([NH:40][C:41]=1[N:42]=2)[CH:38]=[CH:37][C:36]=3[NH:44][C:45](=[O:53])[CH2:46][CH:47]1[CH2:52][CH2:51][NH:50][CH2:49][CH2:48]1.[C:55]([C:57]1[CH:58]=[C:59]([S:63](Cl)(=[O:65])=[O:64])[CH:60]=[CH:61][CH:62]=1)#[N:56]>>[F:1][C:2]([F:7])([F:6])[C:3]([OH:5])=[O:4].[F:8][C:9]([F:14])([F:13])[C:10]([OH:12])=[O:11].[Cl:22][C:23]1[CH:24]=[N:25][C:26]2[NH:27][C:28]3[CH:29]=[N:30][CH:31]=[C:32]([CH:54]=3)[CH2:33][CH2:34][C:35]3[CH:43]=[C:39]([NH:40][C:41]=1[N:42]=2)[CH:38]=[CH:37][C:36]=3[NH:44][C:45](=[O:53])[CH2:46][CH:47]1[CH2:52][CH2:51][N:50]([S:63]([C:59]2[CH:60]=[CH:61][CH:62]=[C:57]([C:55]#[N:56])[CH:58]=2)(=[O:65])=[O:64])[CH2:49][CH2:48]1 |f:0.1.2.3,5.6.7|. Reported procedure: The desired compound was prepared according to the procedure of Example A42 using N-[6-chloro-2,4,8,18,22-pentaazatetracyclo[14.3.1.1(3,7).1(9,13)]docosa-1(20),3(22),4,6,9(21),10,12,16,18-nonaen-12-yl]-2-piperidin-4-ylacetamide tris(trifluoroacetate) and 3-cyanobenzenesulfonyl chloride as starting materials in 25% yield. LCMS for C31H30ClN8O3S (M+H)+: m/z=629.2. Starting materials: ClC(=O)OCC1=CC=CC=C1 (benzyl chloroformate), Cl.CC1([C@H](CNC1)O)C ((3R)-4,4-dimethyl-3-pyrrolidinol hydrochloride). Solvent: C(Cl)Cl (DCM), C(Cl)Cl (DCM). Conditions: time 8 hour. The product is O[C@@H]1C(CN(C1)C(=O)OCC1=CC=CC=C1)(C)C (phenylmethyl (4R)-4-hydroxy-3,3-dimethyl-1-pyrrolidinecarboxylate). Yield: 88.7%. RXN SMILES: Cl.[CH3:2][C:3]1([CH3:9])[CH2:7][NH:6][CH2:5][C@@H:4]1[OH:8].Cl[C:11]([O:13][CH2:14][C:15]1[CH:20]=[CH:19][CH:18]=[CH:17][CH:16]=1)=[O:12]>C(Cl)Cl>[OH:8][C@H:4]1[CH2:5][N:6]([C:11]([O:13][CH2:14][C:15]2[CH:20]=[CH:19][CH:18]=[CH:17][CH:16]=2)=[O:12])[CH2:7][C:3]1([CH3:9])[CH3:2] |f:0.1|. Reported procedure: To a mixture of (3R)-4,4-dimethyl-3-pyrrolidinol hydrochloride (0.9920 g, 6.630 mmol) in 1:1 DCM-1 N aq. NaOH (33 mL) was added benzyl chloroformate (0.994 mL, 6.963 mmol). The mixture was vigorously stirred overnight and then diluted with DCM (100 mL). The phases were partitioned, and the organic phase was dried over anhydrous MgSO4, filtered, and concentrated in vacuo. The residue was then purified by silica gel chromatography (40% EtOAc in hexanes) to afford phenylmethyl (4R)-4-hydroxy-3,3-di... The reactants are CC(C)=O, CC(C)(O)c1ccccc1N, c1ccccc1. The product is CC1(C)Nc2ccccc2C(C)(C)O1. As a reaction SMILES: [CH3:12][C:13]([CH3:14])=[O:15].[CH3:1][C:2]([c:3]1[c:4]([NH2:9])[cH:5][cH:6][cH:7][cH:8]1)([CH3:10])[OH:11].[cH:16]1[cH:17][cH:18][cH:19][cH:20][cH:21]1>>[CH3:1][C:2]1([CH3:10])[c:3]2[c:4]([cH:5][cH:6][cH:7][cH:8]2)[NH:9][C:13]([CH3:12])([CH3:14])[O:11]1. The reactants are ice water, CC(C)([O-])C.[K+] (potassium tert-butoxide), C(C=1C(O)=CC=CC1)(=O)OC (methyl salicylate), BrCC1=CC2=CC=CC=C2C=C1 (2-(bromomethyl)naphthalene). Solvent: CN(C=O)C (dimethylformamide). Conditions: temperature 100 celsius, time 15 minute. The product is C1=C(C=CC2=CC=CC=C12)COC1=C(C(=O)OC)C=CC=C1 (Methyl 2-(2-naphthylmethyloxy)benzoate). Isolated yield 94.8%. As a reaction SMILES: CC(C)([O-])C.[K+].[C:7]([O:16][CH3:17])(=[O:15])[C:8]1[C:9](=[CH:11][CH:12]=[CH:13][CH:14]=1)[OH:10].Br[CH2:19][C:20]1[CH:29]=[CH:28][C:27]2[C:22](=[CH:23][CH:24]=[CH:25][CH:26]=2)[CH:21]=1>CN(C)C=O>[CH:21]1[C:22]2[C:27](=[CH:26][CH:25]=[CH:24][CH:23]=2)[CH:28]=[CH:29][C:20]=1[CH2:19][O:10][C:9]1[CH:11]=[CH:12][CH:13]=[CH:14][C:8]=1[C:7]([O:16][CH3:17])=[O:15] |f:0.1|. Reported procedure: 3.9 g (35 mmol) of potassium tert-butoxide were added a little at a time to 5 g (33 mmol) of methyl salicylate in 200 ml of dimethylformamide). After about 15 min, 7.3 g (33 mmol) of 2-(bromomethyl)naphthalene were added and the reaction mixture was heated to 100° C. for about 3 h. The reaction mixture was then poured into ice-water and the product was extracted with ethyl acetate. The organic phase was dried and concentrated under reduced pressure. 9.15 g (95%) of the product were obtained.